Dataset: the Open Reaction Database (ORD), a public repository of structured organic reaction records. Task: describe an organic reaction: reactants, conditions, products, and yield Starting materials: CC(=O)OC(C)=O, CCOC(OCC)OCC, COc1cc(SC)ccc1C(=O)CC(=O)C1CC1. The product is CCOC=C(C(=O)c1ccc(SC)cc1OC)C(=O)C1CC1. RXN SMILES: [CH3:29][C:30]([O:31][C:32](=[O:33])[CH3:34])=[O:35].[CH:19]([O:20][CH2:21][CH3:22])([O:23][CH2:24][CH3:25])[O:26][CH2:27][CH3:28].[CH:1]1([C:4]([CH2:5][C:6](=[O:7])[c:8]2[c:9]([O:16][CH3:17])[cH:10][c:11]([S:14][CH3:15])[cH:12][cH:13]2)=[O:18])[CH2:2][CH2:3]1>>[CH:1]1([C:4]([C:5]([C:6](=[O:7])[c:8]2[c:9]([O:16][CH3:17])[cH:10][c:11]([S:14][CH3:15])[cH:12][cH:13]2)=[CH:19][O:20][CH2:21][CH3:22])=[O:18])[CH2:2][CH2:3]1. Starting materials: C(\C=C(/C)\CCC=C(C)C)CC(C)=O (geranylacetone), ClCC(=O)OCC (ethyl monochloroacetate), [O-]CC.[Na+] (sodium ethoxide), [OH-].[K+] (potassium hydroxide), resultant mixture. Solvent: CO (methanol), O (water), petroleum ether, C(C)(=O)O (acetic acid), O (water). Run at time 2 hour. Yields the product CC(C=O)CCC=C(CCC=C(C)C)C (2,6,10-trimethyl-5,9-undecadienal). Yield: 73.6%. RXN SMILES: [CH2:1]([CH2:11]C(=O)C)/[CH:2]=[C:3](/[CH2:5][CH2:6][CH:7]=[C:8]([CH3:10])[CH3:9])\[CH3:4].ClCC([O:19][CH2:20][CH3:21])=O.[O-][CH2:23]C.[Na+].[OH-].[K+]>CO.C(O)(=O)C.O>[CH3:23][CH:21]([CH2:11][CH2:1][CH:2]=[C:3]([CH3:4])[CH2:5][CH2:6][CH:7]=[C:8]([CH3:9])[CH3:10])[CH:20]=[O:19] |f:2.3,4.5|. Procedure: To a mixture of geranylacetone (171 g) and ethyl monochloroacetate (141 g) at -10°C in the nitrogen stream, sodium ethoxide (71 g) is portionwise added, and the resultant mixture is stirred for 6 hours. A solution of potassium hydroxide (99 g) in methanol (560 ml) is added thereto, and stirring is continued for 2 hours. The reaction mixture is poured into water and skaken with petroleum ether. The water layer is neutralized with acetic acid and extracted with ether. The ether extract is washed w...